This data is from the Open Reaction Database (ORD), a public repository of structured organic reaction records. The task is: describe an organic reaction: reactants, conditions, products, and yield Reactants: [Al+3], C1CCOC1, CCOC(C)=O, O=C(O)C(F)(F)F, [H-], [H-], [H-], [H-], [Li+], CN(C(=O)CN)c1ccncc1. Yields the product CN(CCN)c1ccncc1. RXN SMILES: [Al+3:21].[CH2:32]1[O:33][CH2:34][CH2:35][CH2:36]1.[CH3:26][CH2:27][O:28][C:29](=[O:30])[CH3:31].[F:1][C:2]([F:3])([F:4])[C:5]([OH:6])=[O:7].[H-:20].[H-:23].[H-:24].[H-:25].[Li+:22].[NH2:8][CH2:9][C:10](=[O:11])[N:12]([c:13]1[cH:14][cH:15][n:16][cH:17][cH:18]1)[CH3:19]>>[NH2:8][CH2:9][CH2:10][N:12]([c:13]1[cH:14][cH:15][n:16][cH:17][cH:18]1)[CH3:19]. Yield: 3.4%. The reagents and catalysts are O=C(O)C(F)(F)F (trifluoroacetic acid). Run at temperature 22 celsius, time 20 hour. Product: Cc1ccc2nc(c(NC3CCCCC3)n2c1)c1nc(cs1)C(F)(F)F. RXN SMILES: CC1=CC=C(N)N=C1.[C-]#[N+]C1CCCCC1.FC(F)(F)C1=CSC(C=O)=N1>>CC1=CN2C(C=C1)=NC(C1=NC(=CS1)C(F)(F)F)=C2NC1CCCCC1. Solvent: CC(C)O (isopropyl alcohol), CC(C)O (isopropylalcohol). Starting materials: C(c1nc(cs1)C(F)(F)F)=O, CC1=CN=C(C=C1)N, [C-]#[N+]C1CCCCC1. The reactants are CCO, [Na+], [OH-], O, CCOC(=O)CC1CCC2(CC1)CCN(CCc1ccncc1)CC2. Product: O=C(O)CC1CCC2(CC1)CCN(CCc1ccncc1)CC2. As a reaction SMILES: [CH3:28][CH2:29][OH:30].[Na+:27].[OH-:26].[OH2:31].[n:1]1[cH:2][cH:3][c:4]([CH2:7][CH2:8][N:9]2[CH2:10][CH2:11][C:12]3([CH2:13][CH2:14]2)[CH2:15][CH2:16][CH:17]([CH2:20][C:21](=[O:22])[O:23][CH2:24][CH3:25])[CH2:18][CH2:19]3)[cH:5][cH:6]1>>[n:1]1[cH:2][cH:3][c:4]([CH2:7][CH2:8][N:9]2[CH2:10][CH2:11][C:12]3([CH2:13][CH2:14]2)[CH2:15][CH2:16][CH:17]([CH2:20][C:21](=[O:22])[OH:23])[CH2:18][CH2:19]3)[cH:5][cH:6]1. Reactants: CC1CO1, C1CCOC1, [Li]CCCC, CCCCCC, FC(F)(F)c1cccc(Cl)c1. Product: CC(O)Cc1c(Cl)cccc1C(F)(F)F. Reaction SMILES: [CH2:17]1[CH:18]([CH3:19])[O:20]1.[CH2:21]1[O:22][CH2:23][CH2:24][CH2:25]1.[CH3:12][CH2:13][CH2:14][CH2:15][Li:16].[CH3:26][CH2:27][CH2:28][CH2:29][CH2:30][CH3:31].[Cl:1][c:2]1[cH:3][c:4]([C:8]([F:9])([F:10])[F:11])[cH:5][cH:6][cH:7]1>>[Cl:1][c:2]1[c:3]([CH2:17][CH:18]([CH3:19])[OH:20])[c:4]([C:8]([F:9])([F:10])[F:11])[cH:5][cH:6][cH:7]1. Starting materials: CC=1C=CC=2C3C(C(NC2C1)=S)CCC3 (7-methyl-1,2,3,3a,5,9b-hexahy drocyclopenta[c]quinoline-4-thione), N (ammonia). The product is NC1=NC=2C=C(C=CC2C2C1CCC2)C (4-Amino-7-methyl-2,3,3a,9b-tetrahydro-1H-cyclopenta[c]quinoline). The yield is 99.0%. As a reaction SMILES: [CH3:1][C:2]1[CH:3]=[CH:4][C:5]2[CH:6]3[CH2:15][CH2:14][CH2:13][CH:7]3[C:8](=S)[NH:9][C:10]=2[CH:11]=1.[NH3:16]>>[NH2:16][C:8]1[CH:7]2[CH2:13][CH2:14][CH2:15][CH:6]2[C:5]2[CH:4]=[CH:3][C:2]([CH3:1])=[CH:11][C:10]=2[N:9]=1. Procedure details: In a way that is similar to Example 4, 7-methyl-1,2,3,3a,5,9b-hexahy drocyclopenta[c]quinoline-4-thione (230 mg, 1.05 mmol) in 7N methanolic ammonia solution (25 ml) is reacted to form 210 mg (99%) of product. Reactants: BrC1=C(C=CC=C1)C1CCCC=2N1C=NC2 (5-(2-bromophenyl)-5,6,7,8,-tetrahydro-imidazo[1,5-a]pyridine), C(=O)([O-])[O-].[Na+].[Na+] (Na2CO3), Example 12D, S1C(=CC=C1)B(O)O (thiophene-2-boronic acid). The reagents and catalysts are C=1C=CC(=CC1)[P](C=2C=CC=CC2)(C=3C=CC=CC3)[Pd]([P](C=4C=CC=CC4)(C=5C=CC=CC5)C=6C=CC=CC6)([P](C=7C=CC=CC7)(C=8C=CC=CC8)C=9C=CC=CC9)[P](C=1C=CC=CC1)(C=1C=CC=CC1)C=1C=CC=CC1 (Pd(PPh3)4). Solvent: COCCOC (DME). The product is S1C(=CC=C1)C1=C(C=CC=C1)C1CCCC=2N1C=NC2 (5-(2-Thiophen-2-yl-phenyl)-5,6,7,8-tetrahydro-imidazo[1,5-a]pyridine). As a reaction SMILES: Br[C:2]1[CH:7]=[CH:6][CH:5]=[CH:4][C:3]=1[CH:8]1[N:13]2[CH:14]=[N:15][CH:16]=[C:12]2[CH2:11][CH2:10][CH2:9]1.[S:17]1[CH:21]=[CH:20][CH:19]=[C:18]1B(O)O.C([O-])([O-])=O.[Na+].[Na+]>COCCOC.C1C=CC([P]([Pd]([P](C2C=CC=CC=2)(C2C=CC=CC=2)C2C=CC=CC=2)([P](C2C=CC=CC=2)(C2C=CC=CC=2)C2C=CC=CC=2)[P](C2C=CC=CC=2)(C2C=CC=CC=2)C2C=CC=CC=2)(C2C=CC=CC=2)C2C=CC=CC=2)=CC=1>[S:17]1[CH:21]=[CH:20][CH:19]=[C:18]1[C:2]1[CH:7]=[CH:6][CH:5]=[CH:4][C:3]=1[CH:8]1[N:13]2[CH:14]=[N:15][CH:16]=[C:12]2[CH2:11][CH2:10][CH2:9]1 |f:2.3.4,^1:40,42,61,80|. Procedure details: To a solution of 5-(2-bromophenyl)-5,6,7,8,-tetrahydro-imidazo[1,5-a]pyridine, Example 12D (120 mg, 0.43 mmol) in DME (2 mL) is added thiophene-2-boronic acid (166 mg, 1.3 mmol), aqueous Na2CO3 (2M, 1.0 mL, 2.0 mmol), and Pd(PPh3)4 (20 mg). The reaction mixture is refluxed overnight. The mixture is partitioned between EtOAc and 1M NaOH. The organic layer is washed by sat. NaHCO3, dried and concentrated to give an oil. The crude reaction mixture is subjected to flash chromatography (silica gel) e... Starting materials: CCCC[Sn](Cl)(CCCC)CCCC, C1CCOC1, CN1CCNCC1, CN(C)CCN(C)C, CCCCCC, [Li]CCCC, O=Cc1ccc2occc2c1. Yields the product CCCC[Sn](CCCC)(CCCC)c1cc2cc(C=O)ccc2o1. Reaction SMILES: [CH2:32]([CH2:33][CH2:34][CH3:35])[Sn:36]([CH2:37][CH2:38][CH2:39][CH3:40])([CH2:41][CH2:42][CH2:43][CH3:44])[Cl:45].[CH2:52]1[O:53][CH2:54][CH2:55][CH2:56]1.[CH3:1][N:2]1[CH2:3][CH2:4][NH:5][CH2:6][CH2:7]1.[CH3:24][N:25]([CH3:26])[CH2:27][CH2:28][N:29]([CH3:30])[CH3:31].[CH3:46][CH2:47][CH2:48][CH2:49][CH2:50][CH3:51].[CH3:8][CH2:9][CH2:10][CH2:11][Li:12].[o:13]1[cH:14][cH:15][c:16]2[c:17]1[cH:18][cH:19][c:20]([CH:22]=[O:23])[cH:21]2>>[o:13]1[c:14]([Sn:36]([CH2:32][CH2:33][CH2:34][CH3:35])([CH2:37][CH2:38][CH2:39][CH3:40])[CH2:41][CH2:42][CH2:43][CH3:44])[cH:15][c:16]2[c:17]1[cH:18][cH:19][c:20]([CH:22]=[O:23])[cH:21]2.